Dataset: the Open Reaction Database (ORD), a public repository of structured organic reaction records. Task: describe an organic reaction: reactants, conditions, products, and yield Starting materials: N#Cc1cc(CO)ccc1F, ClC(Cl)Cl. Product: N#Cc1cc(C=O)ccc1F. As a reaction SMILES: [C:1](#[N:2])[c:3]1[cH:4][c:5]([CH2:6][OH:7])[cH:8][cH:9][c:10]1[F:11].[CH:12]([Cl:13])([Cl:14])[Cl:15]>>[C:1](#[N:2])[c:3]1[cH:4][c:5]([CH:6]=[O:7])[cH:8][cH:9][c:10]1[F:11].